Dataset: the Open Reaction Database (ORD), a public repository of structured organic reaction records. Task: describe an organic reaction: reactants, conditions, products, and yield Reported procedure: A 5.9 g quantity of diethyl 4-(4-hydroxyquinazolin-2-yl)benzylphosphonate, 1.8 g of potassium tert-butoxide and 2.3 g of methyl iodide were suspended in 100 ml of anhydrous methanol and stirred with heating at 40° C. for 16 hours. After completion of the reaction, the solvent was distilled off under reduced pressure. The residue was purified by silica gel column chromatography (eluent: methylene chloride: methanol=100:1) and the crude crystals thus obtained were recrystallized from methylene chl... Starting materials: OC1=NC(=NC2=CC=CC=C12)C1=CC=C(CP(OCC)(OCC)=O)C=C1 (diethyl 4-(4-hydroxyquinazolin-2-yl)benzylphosphonate), CC(C)([O-])C.[K+] (potassium tert-butoxide), CI (methyl iodide). Run in CO (methanol). Reaction conditions: temperature 40 celsius. RXN SMILES: [OH:1][C:2]1[C:11]2[C:6](=[CH:7][CH:8]=[CH:9][CH:10]=2)[N:5]=[C:4]([C:12]2[CH:26]=[CH:25][C:15]([CH2:16][P:17](=[O:24])([O:21][CH2:22][CH3:23])[O:18][CH2:19][CH3:20])=[CH:14][CH:13]=2)[N:3]=1.[CH3:27]C(C)([O-])C.[K+].CI>CO>[CH3:27][N:3]1[C:2](=[O:1])[C:11]2[C:6](=[CH:7][CH:8]=[CH:9][CH:10]=2)[N:5]=[C:4]1[C:12]1[CH:13]=[CH:14][C:15]([CH2:16][P:17](=[O:24])([O:21][CH2:22][CH3:23])[O:18][CH2:19][CH3:20])=[CH:25][CH:26]=1 |f:1.2|. The product is CN1C(=NC2=CC=CC=C2C1=O)C1=CC=C(CP(OCC)(OCC)=O)C=C1 (diethyl 4-(3-methyl-4(3H)-quinazolinon-2-yl)benzylphosphonate). The reactants are C1(CCCCC1)N1N(C(=C(C1=O)NC(=O)C1=NOC(=C1C)C#CC(C)(C)C)C)C (N-(2-Cyclohexyl-1,5-dimethyl-3-oxo-2,3-dihydro-1H-pyrazol-4-yl)-5-(3,3-dimethylbut-1-yn-1-yl)-4-methylisoxazole-3-carboxamide), C(CSCCO)SCCO (2,2′-(ethane-1,2-diylbis(sulfanediyl))diethanol). Reagents/catalysts: [Pd] (Pd), [Pd] (Pd). Run in CCOC(=O)C (EtOAc). Reaction conditions: time 8 hour. Product: C1(CCCCC1)N1N(C(=C(C1=O)NC(=O)C1=NOC(=C1C)\C=C/C(C)(C)C)C)C ((Z)—N-(2-Cyclohexyl-1,5-dimethyl-3-oxo-2,3-dihydro-1H-pyrazol-4-yl)-5-(3,3-dimethylbut-1-en-1-yl)-4-methylisoxazole-3-carboxamide). RXN SMILES: [CH:1]1([N:7]2[C:11](=[O:12])[C:10]([NH:13][C:14]([C:16]3[C:20]([CH3:21])=[C:19]([C:22]#[C:23][C:24]([CH3:27])([CH3:26])[CH3:25])[O:18][N:17]=3)=[O:15])=[C:9]([CH3:28])[N:8]2[CH3:29])[CH2:6][CH2:5][CH2:4][CH2:3][CH2:2]1.C(SCCO)CSCCO>CCOC(C)=O.[Pd]>[CH:1]1([N:7]2[C:11](=[O:12])[C:10]([NH:13][C:14]([C:16]3[C:20]([CH3:21])=[C:19](/[CH:22]=[CH:23]\[C:24]([CH3:26])([CH3:25])[CH3:27])[O:18][N:17]=3)=[O:15])=[C:9]([CH3:28])[N:8]2[CH3:29])[CH2:2][CH2:3][CH2:4][CH2:5][CH2:6]1. Procedure: N-(2-Cyclohexyl-1,5-dimethyl-3-oxo-2,3-dihydro-1H-pyrazol-4-yl)-5-(3,3-dimethylbut-1-yn-1-yl)-4-methylisoxazole-3-carboxamide (Example 7, Step 3)) (30 mg, 0.075 mmol) in EtOAc (3 mL) was treated with 2,2′-(ethane-1,2-diylbis(sulfanediyl))diethanol (13.72 mg, 0.075 mmol) and Pd-5% Barium sulphate (16.02 mg, 7.53 μmol). The mixture was degassed, thoroughly refilling with nitrogen and the mixture was stirred under an atmosphere of hydrogen at room temperature overnight. Further Pd-5% Barium sulphat... Starting materials: BrC=1C=C(C=CC1OC(F)(F)F)C1C(C1C(=O)OCC)(C)C (ethyl 3-(3-bromo-4-trifluoromethoxyphenyl)-2,2-dimethyl-cyclopropanecarboxylate), [OH-].[Na+] (sodium hydroxide). Solvent: C(C)O (ethanol), O (water). Yields the product BrC=1C=C(C=CC1OC(F)(F)F)[C@@H]1C([C@H]1C(=O)O)(C)C (trans-3-(3-bromo-4-trifluoromethoxyphenyl)- 2,2-dimethyl-cyclopropanecarboxylic acid). As a reaction SMILES: [Br:1][C:2]1[CH:3]=[C:4]([CH:13]2[CH:15]([C:16]([O:18]CC)=[O:17])[C:14]2([CH3:22])[CH3:21])[CH:5]=[CH:6][C:7]=1[O:8][C:9]([F:12])([F:11])[F:10].[OH-].[Na+]>C(O)C.O>[Br:1][C:2]1[CH:3]=[C:4]([C@H:13]2[C@H:15]([C:16]([OH:18])=[O:17])[C:14]2([CH3:22])[CH3:21])[CH:5]=[CH:6][C:7]=1[O:8][C:9]([F:12])([F:11])[F:10] |f:1.2|. Procedure details: 16 g (0.042 mol) of ethyl 3-(3-bromo-4-trifluoromethoxyphenyl)-2,2-dimethyl-cyclopropanecarboxylate were dissolved in 50 ml of ethanol, a solution of 3.4 g (0.085 mol) of sodium hydroxide in 50 ml of water was then added, and the mixture was heated under reflux for 4 hours, while stirring. The ethanol was then distilled off in the vacuum from a water jet, the residue was taken up in 300 ml of water, and the solution was extracted once with 300 ml of methylene chloride. The aqueous phase was sepa... Reactants: N#Cc1cc(Br)cc2[nH]ncc12, CN(C)C=O, [H-], [Na+], O=S(=O)(Cl)c1ccccc1. Yields the product N#Cc1cc(Br)cc2c1cnn2S(=O)(=O)c1ccccc1. RXN SMILES: [Br:1][c:2]1[cH:3][c:4]([C:11]#[N:12])[c:5]2[cH:6][n:7][nH:8][c:9]2[cH:10]1.[CH3:25][N:26]([CH3:27])[CH:28]=[O:29].[H-:13].[Na+:14].[c:15]1([S:21](=[O:22])(=[O:23])[Cl:24])[cH:16][cH:17][cH:18][cH:19][cH:20]1>>[Br:1][c:2]1[cH:3][c:4]([C:11]#[N:12])[c:5]2[cH:6][n:7][n:8]([S:21]([c:15]3[cH:16][cH:17][cH:18][cH:19][cH:20]3)(=[O:22])=[O:23])[c:9]2[cH:10]1. Starting materials: C1(=CC=CC=C1)O (phenol), ClC1=NC=CC=C1[N+](=O)[O-] (2-chloro-3-nitropyridine), NC1=CC=C(C(=O)OCC)C=C1 (Ethyl 4-aminobenzoate), ice water, [OH-].[Na+] (sodium hydroxide). Reagents/catalysts: [I-].[K+] (potassium iodide). Run in C(C)(=O)OCC (ethyl acetate). Conditions: temperature 100 celsius, time 10 minute. Product: [N+](=O)([O-])C=1C(=NC=CC1)NC1=CC=C(C(=O)OCC)C=C1 (ethyl 4-(3-nitropyridin-2-ylamino)benzoate). The yield is 67.4%. Reaction SMILES: C1(O)C=CC=CC=1.Cl[C:9]1[C:14]([N+:15]([O-:17])=[O:16])=[CH:13][CH:12]=[CH:11][N:10]=1.[NH2:18][C:19]1[CH:29]=[CH:28][C:22]([C:23]([O:25][CH2:26][CH3:27])=[O:24])=[CH:21][CH:20]=1.[OH-].[Na+]>[I-].[K+].C(OCC)(=O)C>[N+:15]([C:14]1[C:9]([NH:18][C:19]2[CH:20]=[CH:21][C:22]([C:23]([O:25][CH2:26][CH3:27])=[O:24])=[CH:28][CH:29]=2)=[N:10][CH:11]=[CH:12][CH:13]=1)([O-:17])=[O:16] |f:3.4,5.6|. Procedure details: To phenol (22.92 g) were added 2-chloro-3-nitropyridine (13.22 g) and potassium iodide (0.42 g), and the mixture was stirred at 100° C. for 10 min. Ethyl 4-aminobenzoate (13.2 g) were added, and the mixture was stirred at 100° C.-150° C. for 6 hr. The reaction mixture was poured into ice water, and 4N aqueous sodium hydroxide solution (63 mL) and ethyl acetate (100 mL) were added. The precipitated solid was collected by filtration, and recrystallized from ethanol to give ethyl 4-(3-nitropyridin-... The reactants are NC1=NC=C(C=C1)Cl (2-amino-5-chloropyridine), C1(C=2C(C(=O)O1)=CC=CC2)=O (phthalic anhydride). Run in C=1(C(=CC=CC1)C)C (xylene). Reaction conditions: temperature 5 celsius, time 18 hour. The product is ClC=1C=CC(=NC1)N1C(C=2C(C1=O)=CC=CC2)=O (N-(5-chloro-2-pyridyl)phthalimide). Isolated yield 89.0%. Reaction SMILES: [C:1]1(=[O:11])[O:6][C:4](=O)[C:3]2=[CH:7][CH:8]=[CH:9][CH:10]=[C:2]12.[NH2:12][C:13]1[CH:18]=[CH:17][C:16]([Cl:19])=[CH:15][N:14]=1>C1(C)C(C)=CC=CC=1>[Cl:19][C:16]1[CH:17]=[CH:18][C:13]([N:12]2[C:1](=[O:11])[C:2]3=[CH:10][CH:9]=[CH:8][CH:7]=[C:3]3[C:4]2=[O:6])=[N:14][CH:15]=1. Reported procedure: To a stirred solution at 120° C. containing 30 grams of phthalic anhydride in 500 ml. of xylene, 26 grams of 2-amino-5-chloropyridine was added in one portion. The stirred solution was heated at reflux for 4 to 5 hours during which time 3.6 ml. of water was removed. After stirring at 25°-30° C. for 18 hours, the slurry was cooled to 5° C., the solids collected by filtration and air dried at 25°-30° C. An 89 percent yield of N-(5-chloro-2-pyridyl)phthalimide, m.p. 153°-5° C., was obtained. Reactants: C(C1=CC=CC=C1)OC1=CC=C(C=C1)CCC=O (3-(p-benzyloxyphenyl)propionaldehyde), C(C)(=O)C=P(C1=CC=CC=C1)(C1=CC=CC=C1)C1=CC=CC=C1 (acetylmethylenetriphenylphosphorane). Run in O1CCCC1 (tetrahydrofuran). Product: C(C1=CC=CC=C1)OC1=CC=C(C=C1)CCC=CC(C)=O (6-(p-Benzyloxyphenyl)-3-hexen-2-one). Isolated yield 105.5%. As a reaction SMILES: [CH2:1]([O:8][C:9]1[CH:14]=[CH:13][C:12]([CH2:15][CH2:16][CH:17]=O)=[CH:11][CH:10]=1)[C:2]1[CH:7]=[CH:6][CH:5]=[CH:4][CH:3]=1.[C:19]([CH:22]=P(C1C=CC=CC=1)(C1C=CC=CC=1)C1C=CC=CC=1)(=[O:21])[CH3:20]>O1CCCC1>[CH2:1]([O:8][C:9]1[CH:10]=[CH:11][C:12]([CH2:15][CH2:16][CH:17]=[CH:20][C:19](=[O:21])[CH3:22])=[CH:13][CH:14]=1)[C:2]1[CH:3]=[CH:4][CH:5]=[CH:6][CH:7]=1. Reported procedure: A solution of 21.2 g of 3-(p-benzyloxyphenyl)propionaldehyde and 30.9 g of acetylmethylenetriphenylphosphorane in 120 ml of tetrahydrofuran was heated under reflux for 4.5 hours, the solvent was then evaporated and the residual crystals were recrystallized from a mixture of n-hexane and ether (5:1) to give 26.1 g of the desired compound melting at 70°-72° C. The reactants are O (water), O1CCOCC1 (1,4-dioxane), [OH-].[Na+] (sodium hydroxide), CC1=C(OC2=C(C1=O)C=CC=C2C(=O)OC)C=2C=NC=CC2 (methyl 3-methyl-4-oxo-2-(3-pyridyl)-4H-1-benzopyran-8-carboxylate). Solvent: CO (methanol). Run at time 1 hour. Yields the product CC1=C(OC2=C(C1=O)C=CC=C2C(=O)O)C=2C=NC=CC2 (3-methyl-4-oxo-2-(3-pyridyl)-4H-1-benzopyran-8-carboxylic acid). Yield: 63.0%. RXN SMILES: [CH3:1][C:2]1[C:7](=[O:8])[C:6]2[CH:9]=[CH:10][CH:11]=[C:12]([C:13]([O:15]C)=[O:14])[C:5]=2[O:4][C:3]=1[C:17]1[CH:18]=[N:19][CH:20]=[CH:21][CH:22]=1.O1CCOCC1.[OH-].[Na+].O>CO>[CH3:1][C:2]1[C:7](=[O:8])[C:6]2[CH:9]=[CH:10][CH:11]=[C:12]([C:13]([OH:15])=[O:14])[C:5]=2[O:4][C:3]=1[C:17]1[CH:18]=[N:19][CH:20]=[CH:21][CH:22]=1 |f:2.3|. Procedure details: A mixture of 6.2 g of methyl 3-propionylsalicylate and 5.8 g of nicotinoyl chloride hydrochloride in 18 ml of anhydrous pyridine was stirred and heated at 100° C. for 2 hours under nitrogen. After that, 16 ml of triethylamine was added and heating was continued for 1 hour at the same temperature. The reaction mixture was cooled to room temperature, poured into 600 ml of water and the precipitate was collected by suction and washed with water, yielding 5.4 g of methyl 2-hydroxy-3-(2-nicotinoyl)pr... Starting materials: CC(=O)O[BH-](OC(C)=O)OC(C)=O, O=C([O-])O, CC(Cl)Cl, CC(C)(C)OC(=O)NC1CCN(CCN)CC1, [Na+], [Na+], O=C1CCOCC1. Yields the product CN(CCN1CCC(NC(=O)OC(C)(C)C)CC1)C1CCOCC1. RXN SMILES: [C:25]([O:26][BH-:27]([O:28][C:29](=[O:30])[CH3:31])[O:32][C:33](=[O:34])[CH3:35])(=[O:36])[CH3:37].[C:39](=[O:40])([OH:41])[O-:42].[Cl:44][CH:45]([Cl:46])[CH3:47].[NH2:1][CH2:2][CH2:3][N:4]1[CH2:5][CH2:6][CH:7]([NH:10][C:11]([O:12][C:13]([CH3:14])([CH3:15])[CH3:16])=[O:17])[CH2:8][CH2:9]1.[Na+:38].[Na+:43].[O:18]1[CH2:19][CH2:20][C:21](=[O:24])[CH2:22][CH2:23]1>>[N:1]([CH2:2][CH2:3][N:4]1[CH2:5][CH2:6][CH:7]([NH:10][C:11]([O:12][C:13]([CH3:14])([CH3:15])[CH3:16])=[O:17])[CH2:8][CH2:9]1)([CH:21]1[CH2:20][CH2:19][O:18][CH2:23][CH2:22]1)[CH3:25]. Starting materials: C(C)(C)N(C(C)C)CC (N,N-diisopropylethylamine), I.ClC=1N=CN(C1)C1=C(C=C(C=C1)NC(=N)SC)OC (Methyl 4-(4-chloro-1H-imidazol-1-yl)-3-methoxyphenylcarbamimidothioate, hydroiodide), ClCCCCC(C(=O)O)C1=CC=C(C=C1)OC(C)C (6-chloro-2-(4-isopropoxyphenyl)hexanoic acid), NN (hydrazine), CN1CCOCC1 (N-methylmorpholine). Product: ClCCCCC(C1=CC=C(C=C1)OC(C)C)C1=NC(=NN1)NC1=CC(=C(C=C1)N1C=NC(=C1)Cl)OC (5-(5-chloro-1-(4-isopropoxyphenyl)pentyl)-N-(4-(4-chloro-1H-imidazol-1-yl)-3-methoxyphenyl)-1H-1,2,4-triazol-3-amine). The yield is 43.0%. Reaction SMILES: I.[Cl:2][C:3]1[N:4]=[CH:5][N:6]([C:8]2[CH:13]=[CH:12][C:11]([NH:14][C:15](SC)=[NH:16])=[CH:10][C:9]=2[O:19][CH3:20])[CH:7]=1.[Cl:21][CH2:22][CH2:23][CH2:24][CH2:25][CH:26]([C:30]1[CH:35]=[CH:34][C:33]([O:36][CH:37]([CH3:39])[CH3:38])=[CH:32][CH:31]=1)[C:27](O)=O.CN1CCOCC1.C(N(CC)C(C)C)(C)C.[NH2:56][NH2:57]>>[Cl:21][CH2:22][CH2:23][CH2:24][CH2:25][CH:26]([C:27]1[NH:57][N:56]=[C:15]([NH:14][C:11]2[CH:12]=[CH:13][C:8]([N:6]3[CH:7]=[C:3]([Cl:2])[N:4]=[CH:5]3)=[C:9]([O:19][CH3:20])[CH:10]=2)[N:16]=1)[C:30]1[CH:35]=[CH:34][C:33]([O:36][CH:37]([CH3:39])[CH3:38])=[CH:32][CH:31]=1 |f:0.1|. Procedure details: Methyl 4-(4-chloro-1H-imidazol-1-yl)-3-methoxyphenylcarbamimidothioate, hydroiodide (1.50 g, 3.53 mmol, from preparation A) and 6-chloro-2-(4-isopropoxyphenyl)hexanoic acid (1.26 g, 4.42 mmol, from preparation AV) were coupled [N-methylmorpholine (2.00 mL, 17.7 mmol) was substituted for N,N-diisopropylethylamine] and then reacted with hydrazine (0.556 mL, 17.7 mmol) using a procedure analogous to Step A of Example 13. The crude products were purified using silica gel chromatography (50% ethyl ac...